This data is from the Open Reaction Database (ORD), a public repository of structured organic reaction records. The task is: describe an organic reaction: reactants, conditions, products, and yield Procedure: A mixture of methyl 4-[3-(4-chlorophenyl)-1,2,4-oxadiazol-5-yl]-3-nitrobenzoate (0.700 g), 5% palladium on carbon (0.700 g), tetrahydrofuran (15 ml) and ethyl acetate (30 ml) was stirred under a hydrogen atmosphere at room temperature and normal pressure for 30 min. Palladium on carbon was filtered off, and the filtrate was concentrated. The residue was purified by silica gel column chromatography (hexane:ethyl acetate=3:1, volume ratio) to give methyl 3-amino-4-[3-(4-chlorophenyl)-1,2,4-oxadiaz... Isolated yield 77.9%. Reaction SMILES: [Cl:1][C:2]1[CH:7]=[CH:6][C:5]([C:8]2[N:12]=[C:11]([C:13]3[CH:22]=[CH:21][C:16]([C:17]([O:19][CH3:20])=[O:18])=[CH:15][C:14]=3[N+:23]([O-])=O)[O:10][N:9]=2)=[CH:4][CH:3]=1.O1CCCC1>[Pd].C(OCC)(=O)C>[NH2:23][C:14]1[CH:15]=[C:16]([CH:21]=[CH:22][C:13]=1[C:11]1[O:10][N:9]=[C:8]([C:5]2[CH:6]=[CH:7][C:2]([Cl:1])=[CH:3][CH:4]=2)[N:12]=1)[C:17]([O:19][CH3:20])=[O:18]. The solvent is C(C)(=O)OCC (ethyl acetate). Reagents/catalysts: [Pd] (palladium on carbon). Reactants: ClC1=CC=C(C=C1)C1=NOC(=N1)C1=C(C=C(C(=O)OC)C=C1)[N+](=O)[O-] (methyl 4-[3-(4-chlorophenyl)-1,2,4-oxadiazol-5-yl]-3-nitrobenzoate), O1CCCC1 (tetrahydrofuran). Yields the product NC=1C=C(C(=O)OC)C=CC1C1=NC(=NO1)C1=CC=C(C=C1)Cl (methyl 3-amino-4-[3-(4-chlorophenyl)-1,2,4-oxadiazol-5-yl]benzoate). Reaction conditions: time 30 minute.